This data is from the Open Reaction Database (ORD), a public repository of structured organic reaction records. The task is: describe an organic reaction: reactants, conditions, products, and yield Starting materials: COC(=O)c1nc(C)sc1-c1cccc(N)c1, CS(=O)(=O)Cl, CN1CCOCC1, ClCCl, O. Product: COC(=O)c1nc(C)sc1-c1cccc(NS(C)(=O)=O)c1. As a reaction SMILES: [CH3:13][O:14][C:15](=[O:16])[c:17]1[n:18][c:19]([CH3:29])[s:20][c:21]1-[c:22]1[cH:23][c:24]([NH2:28])[cH:25][cH:26][cH:27]1.[CH3:1][S:2]([Cl:3])(=[O:4])=[O:5].[CH3:6][N:7]1[CH2:8][CH2:9][O:10][CH2:11][CH2:12]1.[Cl:31][CH2:32][Cl:33].[OH2:30]>>[CH3:1][S:2](=[O:4])(=[O:5])[NH:28][c:24]1[cH:23][c:22](-[c:21]2[c:17]([C:15]([O:14][CH3:13])=[O:16])[n:18][c:19]([CH3:29])[s:20]2)[cH:27][cH:26][cH:25]1. The product is CN(CC(COC1=C(C=CC=C1)CCCCC1=CC=C(C=C1)OC)O)C (3-Dimethylamino-1-{2-[4-(4-methoxyphenyl)butyl]phenoxy}-2-propanol). The solvent is O1CCCC1 (tetrahydrofuran). RXN SMILES: [CH3:1][O:2][C:3]1[CH:8]=[CH:7][C:6]([CH2:9][CH2:10][CH2:11][CH2:12][C:13]2[CH:23]=[CH:22][CH:21]=[CH:20][C:14]=2[O:15][CH2:16][CH:17]2[CH2:19][O:18]2)=[CH:5][CH:4]=1.[CH3:24][NH:25][CH3:26]>O1CCCC1>[CH3:24][N:25]([CH3:26])[CH2:19][CH:17]([OH:18])[CH2:16][O:15][C:14]1[CH:20]=[CH:21][CH:22]=[CH:23][C:13]=1[CH2:12][CH2:11][CH2:10][CH2:9][C:6]1[CH:7]=[CH:8][C:3]([O:2][CH3:1])=[CH:4][CH:5]=1. The yield is 93.0%. The reactants are COC1=CC=C(C=C1)CCCCC1=C(OCC2OC2)C=CC=C1 (2-{2-[4-(4-methoxyphenyl)butyl]phenoxymethyl}oxirane), CNC (dimethylamine). Procedure details: Following a procedure similar to that described in Example 1(b), 208 mg of 2-{2-[4-(4-methoxyphenyl)butyl]phenoxymethyl}oxirane [prepared as described in step (a) above] dissolved in 5 ml of tetrahydrofuran were treated with 1 ml of 50% by volume aqueous dimethylamine. The crude product was purified as described in Example 1(b), to give 223 mg (yield 93%) of the title compound as a colorless oil. Starting materials: N1C=NC2=C1C=CC(=C2)N (1H-benzo[d]imidazol-5-amine), C(OC(C[N+]#[C-])(C)C)(OC)=O (1-isocyano-2-methylpropan-2-yl methyl carbonate), CC(C)([O-])C.[Na+] (sodium tert.-butoxide), O1CCC(CC1)C1=CC=C(C=O)C=C1 (4-(tetrahydro-2H-pyran-4-yl)benzaldehyde), C(CC(=O)[O-])(=O)OC(C)(C)C (mono-tert-butyl malonate). The product is N1C=NC2=C1C=CC(=C2)N2C(CC(C2C2=CC=C(C=C2)C2CCOCC2)=O)=O (1-(1H-Benzo[d]imidazol-5-yl)-5-(4-(tetrahydro-2H-pyran-4-yl)phenyl)-Pyrrolidine-2,4-dione). As a reaction SMILES: [NH:1]1[C:5]2[CH:6]=[CH:7][C:8]([NH2:10])=[CH:9][C:4]=2[N:3]=[CH:2]1.[O:11]1[CH2:16][CH2:15][CH:14]([C:17]2[CH:24]=[CH:23][C:20]([CH:21]=O)=[CH:19][CH:18]=2)[CH2:13][CH2:12]1.[C:25](OC(C)(C)C)(=[O:30])[CH2:26][C:27]([O-])=[O:28].C(=O)(OC)OC(C)(C)C[N+]#[C-].CC(C)([O-])C.[Na+]>>[NH:1]1[C:5]2[CH:6]=[CH:7][C:8]([N:10]3[CH:21]([C:20]4[CH:23]=[CH:24][C:17]([CH:14]5[CH2:15][CH2:16][O:11][CH2:12][CH2:13]5)=[CH:18][CH:19]=4)[C:27](=[O:28])[CH2:26][C:25]3=[O:30])=[CH:9][C:4]=2[N:3]=[CH:2]1 |f:4.5|. Procedure: The compound was synthesized starting from 1H-benzo[d]imidazol-5-amine (1.04 g, 7.89 mmol), 4-(tetrahydro-2H-pyran-4-yl)benzaldehyde (1.0 g, 5.26 mmol), mono-tert-butyl malonate (0.84 g, 5.26 mmol), 1-isocyano-2-methylpropan-2-yl methyl carbonate (0.83 g, 5.26 mmol) and sodium tert.-butoxide (0.829 g, 7.39 mmol) according to method 5.